From a dataset of the Open Reaction Database (ORD), a public repository of structured organic reaction records. describe an organic reaction: reactants, conditions, products, and yield Reactants: ClC=1C(=C(C(=O)NCC)C(=C(C1)C(C)Cl)OCC)C (3-chloro-5-(1-chloroethyl)-6-ethoxy-N-ethyl-2-methylbenzamide), IC1=NNC2=NC=NC(=C21)N (3-iodo-1H-pyrazolo[3,4-d]pyrimidin-4-amine), C([O-])([O-])=O.[Cs+].[Cs+] (cesium carbonate), [I-].[K+] (potassium iodide). Run in CN(C=O)C (N,N-dimethylformamide), CCOCC (ether). Run at temperature 140 celsius. Product: NC1=C2C(=NC=N1)N(N=C2I)C(C)C=2C(=C(C(=O)NCC)C(=C(C2)Cl)C)OCC (3-[1-(4-Amino-3-iodo-1H-pyrazolo[3,4-d]pyrimidin-1-yl)ethyl]-5-chloro-2-ethoxy-N-ethyl-6-methylbenzamide). The yield is 61.6%. As a reaction SMILES: [Cl:1][C:2]1[C:3]([CH3:19])=[C:4]([C:10]([O:16][CH2:17][CH3:18])=[C:11]([CH:13](Cl)[CH3:14])[CH:12]=1)[C:5]([NH:7][CH2:8][CH3:9])=[O:6].[I:20][C:21]1[C:29]2[C:24](=[N:25][CH:26]=[N:27][C:28]=2[NH2:30])[NH:23][N:22]=1.C(=O)([O-])[O-].[Cs+].[Cs+].[I-].[K+]>CN(C)C=O.CCOCC>[NH2:30][C:28]1[N:27]=[CH:26][N:25]=[C:24]2[N:23]([CH:13]([C:11]3[C:10]([O:16][CH2:17][CH3:18])=[C:4]([C:3]([CH3:19])=[C:2]([Cl:1])[CH:12]=3)[C:5]([NH:7][CH2:8][CH3:9])=[O:6])[CH3:14])[N:22]=[C:21]([I:20])[C:29]=12 |f:2.3.4,5.6|. Procedure: A mixture of 3-chloro-5-(1-chloroethyl)-6-ethoxy-N-ethyl-2-methylbenzamide (130 mg, 0.43 mmol), 3-iodo-1H-pyrazolo[3,4-d]pyrimidin-4-amine (120 mg, 0.47 mmol), cesium carbonate (210 mg, 0.64 mmol) and potassium iodide (7.1 mg, 0.043 mmol) in N,N-dimethylformamide (1 mL) was heated at 140° C. for 1 h. The mixture was diluted with ether, washed with water, and concentrated. The residue was purified on silica gel (eluting with 0 to 100% EtOAc in hexanes) to give the desired product (0.14 g, 62%). L... Starting materials: C(C1=CC=CC=C1)OC(=O)[C@@H]1NC2=CC(=CC(=C2[C@@H](C1)C(=O)OCC1=CC=CC=C1)Cl)Cl (Cis-2,4-dibenzyloxycarbonyl-5,7-dichloro-1,2,3,4-tetrahydroquinoline), [OH-].[Na+] (sodium hydroxide). Run in CO (methanol), O (water). Reaction conditions: time 14 hour. The product is C(C1=CC=CC=C1)OC(=O)[C@@H]1C[C@@H](NC2=CC=CC=C12)C(=O)O (cis-4-benzyloxycarbonyl-2-carboxy-1,2,3,4-tetrahydroquinoline). The yield is 17.7%. As a reaction SMILES: C([O:8][C:9]([C@H:11]1[CH2:20][C@@H:19]([C:21]([O:23][CH2:24][C:25]2[CH:30]=[CH:29][CH:28]=[CH:27][CH:26]=2)=[O:22])[C:18]2[C:13](=[CH:14][C:15](Cl)=[CH:16][C:17]=2Cl)[NH:12]1)=[O:10])C1C=CC=CC=1.[OH-].[Na+]>CO.O>[CH2:24]([O:23][C:21]([C@H:19]1[C:18]2[C:13](=[CH:14][CH:15]=[CH:16][CH:17]=2)[NH:12][C@@H:11]([C:9]([OH:10])=[O:8])[CH2:20]1)=[O:22])[C:25]1[CH:30]=[CH:29][CH:28]=[CH:27][CH:26]=1 |f:1.2|. Procedure: Cis-2,4-dibenzyloxycarbonyl-5,7-dichloro-1,2,3,4-tetrahydroquinoline (0.23 g) was dissolved in 50% aqueous methanol (30 ml) and 1N sodium hydroxide (0.54 ml, 1.1 molar equivalents) was added and the reaction mixture was stirred for 14 h at room temperature. The solvents were removed in vacuo to give a residue which was dissolved in water (30 ml) and washed with diethyl ether (2×30 ml). The aqueous layer was acidified to pH 1 with dilute hydrochloric acid and extracted into diethyl ether (2×30 ml... Reactants: C([O-])([O-])=O.[K+].[K+] (Potassium carbonate), NC1CCN(CC1)CC1=CC=CC=C1 (4-amino-1-benzyl-piperidine), cupric oxide, ClC1=C(C(=O)O)C(=CC=C1)F (2-chloro-6-fluorobenzoic acid). The solvent is CN(C=O)C (dimethylformamide). Run at temperature 140 celsius. Yields the product C(C1=CC=CC=C1)N1CCC(CC1)NC1=C(C(=O)O)C(=CC=C1)F (2-(1-benzyl-4-piperidinylamino)-6-fluorobenzoic acid). Isolated yield 35.8%. RXN SMILES: C(=O)([O-])[O-].[K+].[K+].[NH2:7][CH:8]1[CH2:13][CH2:12][N:11]([CH2:14][C:15]2[CH:20]=[CH:19][CH:18]=[CH:17][CH:16]=2)[CH2:10][CH2:9]1.Cl[C:22]1[CH:30]=[CH:29][CH:28]=[C:27]([F:31])[C:23]=1[C:24]([OH:26])=[O:25]>CN(C)C=O>[CH2:14]([N:11]1[CH2:12][CH2:13][CH:8]([NH:7][C:22]2[CH:30]=[CH:29][CH:28]=[C:27]([F:31])[C:23]=2[C:24]([OH:26])=[O:25])[CH2:9][CH2:10]1)[C:15]1[CH:20]=[CH:19][CH:18]=[CH:17][CH:16]=1 |f:0.1.2|. Procedure details: Potassium carbonate (8.9 g), 4-amino-1-benzyl-piperidine (18.5 g), cupric oxide (0.6 g) and dimethylformamide (25 ml) are added to 2-chloro-6-fluorobenzoic acid (11.3 g) and the mixture is reacted with heating at 140° C. for 6 hours. After the reaction, the solvent is concentrated and to the resulting residue are added water (200 ml) and active carbon (1 g). The mixture is refluxed for 30 minutes. After filtration, the filtrate is cooled and then adjusted to pH 8.0 with diluted hydrochloric acid... Reactants: C(C1=CC=CC=C1)Br (Benzyl bromide), N1N=NN=C1C=1C=C(C=CC1)C=1C=CC2=C(C(=C(O2)C2=CC=C(C=C2)F)C(=O)NC)C1 (5-(3-(1H-tetrazol-5-yl)phenyl)-2-(4-fluorophenyl)-N-methylbenzofuran-3-carboxamide), C(=O)([O-])[O-].[Na+].[Na+] (Na2CO3). Solvent: CN(C)C=O (DMF). Run at time 8 hour. The product is C(C1=CC=CC=C1)N1N=C(N=N1)C=1C=C(C=CC1)C=1C=CC2=C(C(=C(O2)C2=CC=C(C=C2)F)C(=O)NC)C1 (5-(3-(2-Benzyl-2H-tetrazol-5-yl)phenyl)-2-(4-fluorophenyl)-N-methylbenzofuran-3-carboxamide). Isolated yield 19.7%. As a reaction SMILES: [CH2:1](Br)[C:2]1[CH:7]=[CH:6][CH:5]=[CH:4][CH:3]=1.[NH:9]1[C:13]([C:14]2[CH:15]=[C:16]([C:20]3[CH:21]=[CH:22][C:23]4[O:27][C:26]([C:28]5[CH:33]=[CH:32][C:31]([F:34])=[CH:30][CH:29]=5)=[C:25]([C:35]([NH:37][CH3:38])=[O:36])[C:24]=4[CH:39]=3)[CH:17]=[CH:18][CH:19]=2)=[N:12][N:11]=[N:10]1.C([O-])([O-])=O.[Na+].[Na+]>CN(C=O)C>[CH2:1]([N:10]1[N:11]=[N:12][C:13]([C:14]2[CH:15]=[C:16]([C:20]3[CH:21]=[CH:22][C:23]4[O:27][C:26]([C:28]5[CH:33]=[CH:32][C:31]([F:34])=[CH:30][CH:29]=5)=[C:25]([C:35]([NH:37][CH3:38])=[O:36])[C:24]=4[CH:39]=3)[CH:17]=[CH:18][CH:19]=2)=[N:9]1)[C:2]1[CH:7]=[CH:6][CH:5]=[CH:4][CH:3]=1 |f:2.3.4|. Reported procedure: Benzyl bromide (29 μL, 0.242 mmol) was added to a stirring solution of 5-(3-(1H-tetrazol-5-yl)phenyl)-2-(4-fluorophenyl)-N-methylbenzofuran-3-carboxamide (50 mg, 0.121 mmol) and Na2CO3 (26 mg, 0.242 mmol) in DMF (1.2 mL) at 100° C. It was allowed to stir overnight. The mixture was concentrated and purified by preparative reverse phase HPLC on a C18 column using a suitably buffered H2O/CH3CN gradient, and concentrated to give the titled compound (12 mg, 19%). 1H NMR (500 MHz, DMSO-d6) δ ppm 8.48-... Run at time 30 minute. Reactants: Cl.N1CC(C1)O (Azetidin-3-ol hydrochloride), CC(C)(C)[O-].[K+] (KOtBu), CS(=O)C (DMSO), C(C)(C)(C)OC(=O)N1CCC(CC1)C1=NC=NC2=CC(=CC=C12)F (4-(7-fluoro-quinazolin-4-yl)-piperidine-1-carboxylic acid tert-butyl ester). Run in O (water). Procedure details: A mixture of Azetidin-3-ol hydrochloride (Oakwood) (461 mg, 4.21 mmol), KOtBu (1.02 g, 9.11 mmol), and dry DMSO (4.2 mL) was stirred at rt for 30 min until a translucent solution resulted. Then 4-(7-fluoro-quinazolin-4-yl)-piperidine-1-carboxylic acid tert-butyl ester (1.46 g, 4.41 mmol), as prepared in Example 65b, was added, and the resulting opaque orange mixture (no visible precipitate) was stirred at rt for 3.5 hr. The reaction was then shaken with water (40 mL) and extracted with DCM (1×20... Isolated yield 106.0%. Reaction SMILES: Cl.[NH:2]1[CH2:5][CH:4]([OH:6])[CH2:3]1.CC([O-])(C)C.[K+].CS(C)=O.[C:17]([O:21][C:22]([N:24]1[CH2:29][CH2:28][CH:27]([C:30]2[C:39]3[C:34](=[CH:35][C:36](F)=[CH:37][CH:38]=3)[N:33]=[CH:32][N:31]=2)[CH2:26][CH2:25]1)=[O:23])([CH3:20])([CH3:19])[CH3:18]>O>[C:17]([O:21][C:22]([N:24]1[CH2:29][CH2:28][CH:27]([C:30]2[C:39]3[C:34](=[CH:35][C:36]([O:6][CH:4]4[CH2:5][NH:2][CH2:3]4)=[CH:37][CH:38]=3)[N:33]=[CH:32][N:31]=2)[CH2:26][CH2:25]1)=[O:23])([CH3:20])([CH3:18])[CH3:19] |f:0.1,2.3|. The product is C(C)(C)(C)OC(=O)N1CCC(CC1)C1=NC=NC2=CC(=CC=C12)OC1CNC1 (4-[7-(Azetidin-3-yloxy)-quinazolin-4-yl]-piperidine-1-carboxylic acid tert-butyl ester). The reactants are FC1=C(C=C(C=C1)F)S(=O)(=O)N1CCOC2=C1C=C(C=C2)C(=O)NC2=CC(=C(C(=O)O)C=C2)F (4-{[4-(2,5-Difluoro-benzenesulfonyl)-3,4-dihydro-2H-benzo[1,4]oxazine-6-carbonyl]-amino}-2-fluoro-benzoic acid), FC1=C(C=C(C=C1)F)S(=O)(=O)Cl (2,5-difluoro-benzenesulfonyl chloride). The product is C(C)OC(C1=C(C=C(C=C1)NC(=O)C=1C=CC2=C(N(CCO2)S(=O)(=O)C2=C(C=CC(=C2)F)F)C1)F)=O (4-{[4-(2,5-difluoro-benzenesulfonyl)-3,4-dihydro-2H-benzo[1,4]oxazine-6-carbonyl]-amino}-2-fluoro-benzoic acid ethyl ester). RXN SMILES: [F:1][C:2]1[CH:7]=[CH:6][C:5]([F:8])=[CH:4][C:3]=1[S:9]([N:12]1[C:17]2[CH:18]=[C:19]([C:22]([NH:24][C:25]3[CH:33]=[CH:32][C:28]([C:29]([OH:31])=[O:30])=[C:27]([F:34])[CH:26]=3)=[O:23])[CH:20]=[CH:21][C:16]=2[O:15][CH2:14][CH2:13]1)(=[O:11])=[O:10].F[C:36]1C=CC(F)=C[C:37]=1S(Cl)(=O)=O>>[CH2:36]([O:30][C:29](=[O:31])[C:28]1[CH:32]=[CH:33][C:25]([NH:24][C:22]([C:19]2[CH:20]=[CH:21][C:16]3[O:15][CH2:14][CH2:13][N:12]([S:9]([C:3]4[CH:4]=[C:5]([F:8])[CH:6]=[CH:7][C:2]=4[F:1])(=[O:10])=[O:11])[C:17]=3[CH:18]=2)=[O:23])=[CH:26][C:27]=1[F:34])[CH3:37]. Procedure: 4-{[4-(2,5-Difluoro-benzenesulfonyl)-3,4-dihydro-2H-benzo[1,4]oxazine-6-carbonyl]-amino}-2-fluoro-benzoic acid, MS (ISP): m/e=491.1 (M−H), was prepared as described for example 21, steps 1 to 8. Step 7 was performed using 2,5-difluoro-benzenesulfonyl chloride and yielded 4-{[4-(2,5-difluoro-benzenesulfonyl)-3,4-dihydro-2H-benzo[1,4]oxazine-6-carbonyl]-amino}-2-fluoro-benzoic acid ethyl ester, which was hydrolyzed in step 8. Starting materials: COCCOCCOCCO (2-(2-(2-methoxyethoxy)ethoxy)ethanol), N1=CC=CC=C1 (pyridine), ClC(=O)OCCl (chloromethyl chloroformate). The solvent is C(Cl)Cl (methylene chloride). The product is C(OCCl)(OCCOCCOCCOC)=O (chloromethyl 2-(2-(2-methoxyethoxy)ethoxy)ethyl carbonate). RXN SMILES: Cl[C:2]([O:4][CH2:5][Cl:6])=[O:3].[CH3:7][O:8][CH2:9][CH2:10][O:11][CH2:12][CH2:13][O:14][CH2:15][CH2:16][OH:17].N1C=CC=CC=1>C(Cl)Cl>[C:2](=[O:3])([O:17][CH2:16][CH2:15][O:14][CH2:13][CH2:12][O:11][CH2:10][CH2:9][O:8][CH3:7])[O:4][CH2:5][Cl:6]. Procedure details: In a manner similar to the method described in Example 3, chloromethyl chloroformate (Aldrich) was reacted with 2-(2-(2-methoxyethoxy)ethoxy)ethanol (TCI) and pyridine in methylene chloride at −78° C. for 3 h to give chloromethyl 2-(2-(2-methoxyethoxy)ethoxy)ethyl carbonate. This material was then reacted with chiral 4-((2R,3S,4R,5S)-3-(3-chloro-2-fluorophenyl)-4-(4-chloro-2-fluorophenyl)-4-cyano-5-neopentylpyrrolidine-2-carboxamido)-3-methoxybenzoic acid in the presence of cesium carbonate in d...